The task is: describe an organic reaction: reactants, conditions, products, and yield. This data is from the Open Reaction Database (ORD), a public repository of structured organic reaction records. Starting materials: Compound 3, ClC1=CC(=C(C=C1OC1=CC=C(C=C1)[N+](=O)[O-])N1N=C(N(C1=O)C(F)F)C)F (1-[4-chloro-2-fluoro-5-(4-nitrophenoxy)phenyl]-4-difluoromethyl-4,5-dihydro-3-methyl-1,2,4-triazol-5(1H)-one). The reagents and catalysts are [Pt]=O (platinum oxide). Solvent: C(C)O (ethanol). The product is NC1=CC=C(OC=2C(=CC(=C(C2)N2N=C(N(C2=O)C(F)F)C)F)Cl)C=C1 (1-[5-(4-aminophenoxy)-4-chloro-2-fluorophenyl]-4-difluoromethyl-4,5-dihydro-3-methyl-1,2,4-triazol-5(1H)-one). Yield: 79.7%. RXN SMILES: [Cl:1][C:2]1[C:7]([O:8][C:9]2[CH:14]=[CH:13][C:12]([N+:15]([O-])=O)=[CH:11][CH:10]=2)=[CH:6][C:5]([N:18]2[C:22](=[O:23])[N:21]([CH:24]([F:26])[F:25])[C:20]([CH3:27])=[N:19]2)=[C:4]([F:28])[CH:3]=1>C(O)C.[Pt]=O>[NH2:15][C:12]1[CH:11]=[CH:10][C:9]([O:8][C:7]2[C:2]([Cl:1])=[CH:3][C:4]([F:28])=[C:5]([N:18]3[C:22](=[O:23])[N:21]([CH:24]([F:26])[F:25])[C:20]([CH3:27])=[N:19]3)[CH:6]=2)=[CH:14][CH:13]=1. Reported procedure: Hydrogenation of 5.80 g (0.015 mole) of 1-[4-chloro-2-fluoro-5-(4-nitrophenoxy)phenyl]-4-difluoromethyl-4,5-dihydro-3-methyl-1,2,4-triazol-5(1H)-one dissolved in 100 mL of ethanol in the presence of a catalytic amount (0.30 g) of platinum oxide produced 4.6 g of 1-[5-(4-aminophenoxy)-4-chloro-2-fluorophenyl]-4-difluoromethyl-4,5-dihydro-3-methyl-1,2,4-triazol-5(1H)-one as a solid, m.p. 133°-135° C., Compound 3 of Table 1. Reaction SMILES: [Cl:1][C:2]1=[C:3]2[CH2:4][CH2:5][CH:6]3[CH:7]4[CH2:8][CH2:9][C:10](=[O:22])[C:11]4([CH3:12])[CH2:13][CH2:14][CH:15]3[C:16]2([CH3:21])[CH:17]=[CH:18][C:19]1=[O:20].[NH4+:24].[O:25]1[CH2:26][CH2:27][O:28][CH2:29][CH2:30]1.[OH-:23]>>[C:2]1([NH2:24])=[C:3]2[CH2:4][CH2:5][CH:6]3[CH:7]4[CH2:8][CH2:9][C:10](=[O:22])[C:11]4([CH3:12])[CH2:13][CH2:14][CH:15]3[C:16]2([CH3:21])[CH:17]=[CH:18][C:19]1=[O:20]. Yields the product CC12C=CC(=O)C(N)=C1CCC1C2CCC2(C)C(=O)CCC12. Starting materials: CC12C=CC(=O)C(Cl)=C1CCC1C2CCC2(C)C(=O)CCC12, [NH4+], C1COCCO1, [OH-]. Starting materials: CC(C)(C)OC(=O)N1CCCC(CCOS(C)(=O)=O)(CCOS(C)(=O)=O)CC1, CO, N. Product: CC(C)(C)OC(=O)N1CCCC2(CCNCC2)CC1. As a reaction SMILES: [CH3:1][S:2]([O:3][CH2:6][CH2:7][C:8]1([CH2:22][CH2:23][O:4][S:5]([CH3:24])(=[O:25])=[O:26])[CH2:9][CH2:10][N:11]([C:15](=[O:16])[O:17][C:18]([CH3:19])([CH3:20])[CH3:21])[CH2:12][CH2:13][CH2:14]1)(=[O:27])=[O:28].[CH3:30][OH:31].[NH3:29]>>[CH2:6]1[CH2:7][C:8]2([CH2:9][CH2:10][N:11]([C:15](=[O:16])[O:17][C:18]([CH3:19])([CH3:20])[CH3:21])[CH2:12][CH2:13][CH2:14]2)[CH2:22][CH2:23][NH:29]1. The reactants are ClC1CC2=C(SC3=C1C=C(C=C3)F)C=C(C=C2)C(F)(F)F (10-chloro-8-fluoro-10,11-dihydro-3-trifluoromethyldibenzo[b,f]thiepin), CN1CCNCC1 (N-methylpiperazine), [OH-].[Na+] (sodium hydroxide). Yields the product FC=1C=CC2=C(C(CC3=C(S2)C=C(C=C3)C(F)(F)F)N3CCN(CC3)C)C1 (1-{8-fluoro-10,11-dihydro-3-trifluoromethyl-dibenzo[b,f]thiepin-10-yl]-4-methylpiperazine). RXN SMILES: Cl[CH:2]1[C:8]2[CH:9]=[C:10]([F:13])[CH:11]=[CH:12][C:7]=2[S:6][C:5]2[CH:14]=[C:15]([C:18]([F:21])([F:20])[F:19])[CH:16]=[CH:17][C:4]=2[CH2:3]1.[CH3:22][N:23]1[CH2:28][CH2:27][NH:26][CH2:25][CH2:24]1.[OH-].[Na+]>>[F:13][C:10]1[CH:11]=[CH:12][C:7]2[S:6][C:5]3[CH:14]=[C:15]([C:18]([F:21])([F:20])[F:19])[CH:16]=[CH:17][C:4]=3[CH2:3][CH:2]([N:26]3[CH2:27][CH2:28][N:23]([CH3:22])[CH2:24][CH2:25]3)[C:8]=2[CH:9]=1 |f:2.3|. Reported procedure: 9 G. of 10-chloro-8-fluoro-10,11-dihydro-3-trifluoromethyldibenzo[b,f]thiepin are treated with 11 g. of N-methylpiperazine and stirred for 10 minutes at 105°-110° C. The cooled mixture is treated with 2N sodium hydroxide and extracted with ether. The ether solution is washed neutral with water and shaken with dilute methanesulfonic acid. The acidic solution is made alkaline with sodium hydroxide and extracted with ether. The organic phase is washed with water, dried over magnesium sulfate and ev... The reactants are FC1=C(C=CC(=C1)C)C=1OC2=C(N1)C=CC=C2 (2-(2-fluoro-4-methylphenyl)benzoxazole), BrN1C(CCC1=O)=O (N-bromosuccinimide), C(C1=CC=CC=C1)(=O)OOC(C1=CC=CC=C1)=O (dibenzoyl peroxide). The solvent is C(Cl)(Cl)(Cl)Cl (carbon tetrachloride). Yields the product BrCC1=CC(=C(C=C1)C=1OC2=C(N1)C=CC=C2)F (2-(4-bromomethyl-2-fluorophenyl)benzoxazole). Reaction SMILES: [F:1][C:2]1[CH:7]=[C:6]([CH3:8])[CH:5]=[CH:4][C:3]=1[C:9]1[O:10][C:11]2[CH:17]=[CH:16][CH:15]=[CH:14][C:12]=2[N:13]=1.[Br:18]N1C(=O)CCC1=O.C(OOC(=O)C1C=CC=CC=1)(=O)C1C=CC=CC=1>C(Cl)(Cl)(Cl)Cl>[Br:18][CH2:8][C:6]1[CH:5]=[CH:4][C:3]([C:9]2[O:10][C:11]3[CH:17]=[CH:16][CH:15]=[CH:14][C:12]=3[N:13]=2)=[C:2]([F:1])[CH:7]=1. Procedure: To a solution of 5.0 gm. of 2-(2-fluoro-4-methylphenyl)benzoxazole in 200 cc. of carbon tetrachloride is added 4.5 gm. of N-bromosuccinimide and 50 mg. of dibenzoyl peroxide. The mixture is refluxed for 2 hours, filtered to remove succinimide and concentrated in vacuo. The residue is recrystallized from toluene to give 2-(4-bromomethyl-2-fluorophenyl)benzoxazole, m.p. 170°-173°C.